This data is from the Open Reaction Database (ORD), a public repository of structured organic reaction records. The task is: describe an organic reaction: reactants, conditions, products, and yield The reactants are NC=1C(=NC(=C(C1)C)C)OC (3-Amino-5,6-dimethyl-2-methoxypyridine), C1(=CC=CC=C1)OC(=O)Cl (phenylchloroformate). Solvent: ClCCl (dichloromethane). Run at time 2 hour. Yields the product CC=1C=C(C(=NC1C)OC)NC(OC1=CC=CC=C1)=O (Phenyl N-(5,6-dimethyl-2-methoxypyridin-3-yl)carbamate). The yield is 92.0%. Reaction SMILES: [NH2:1][C:2]1[C:3]([O:10][CH3:11])=[N:4][C:5]([CH3:9])=[C:6]([CH3:8])[CH:7]=1.[C:12]1([O:18][C:19](Cl)=[O:20])[CH:17]=[CH:16][CH:15]=[CH:14][CH:13]=1>ClCCl>[CH3:8][C:6]1[CH:7]=[C:2]([NH:1][C:19](=[O:20])[O:18][C:12]2[CH:17]=[CH:16][CH:15]=[CH:14][CH:13]=2)[C:3]([O:10][CH3:11])=[N:4][C:5]=1[CH3:9]. Procedure details: 3-Amino-5,6-dimethyl-2-methoxypyridine(1.52 g, 0.01 mol) and phenylchloroformate(1.56 g, 0.01 mol) were dissolved in dichloromethane and was stirred at room temperature for 2 hours. The mixture was concentrated under the reduced pressure to remove the solvent. The concentrate was purified by column chromatography(ethylacetate:hexane=1:6) to obtain the titled compound. Yield: 9.0%. Solvent: C1CCOC1 (THF). Reported procedure: Indane-2-carboxylic acid methyl ester (550 mg, 3.125 mmol) was dissolved in THF (20 mL). At −78° C. LiHMDS (1M solution in THF, 3.75 mL) was added into the reaction mixture. The solution was stirred for 15 min at −78° C., warmed to 0° C. for 15 min and then −78° C. for an additional 15 min. Methyl iodide (250 μL, 4.01 mmol) was then added into the reaction mixture followed by stirring at −78° C. for 15 min, room temperature for 30 min and then quenched with saturated ammonium chloride. The solut... Reaction conditions: temperature -78 celsius, time 15 minute. Starting materials: [Li+].C[Si](C)(C)[N-][Si](C)(C)C (LiHMDS), COC(=O)C1CC2=CC=CC=C2C1 (Indane-2-carboxylic acid methyl ester), CI (Methyl iodide). Product: COC(=O)C1(CC2=CC=CC=C2C1)C (2-methyl-indan-2-carboxylic acid methyl ester). RXN SMILES: [CH3:1][O:2][C:3]([CH:5]1[CH2:13][C:12]2[C:7](=[CH:8][CH:9]=[CH:10][CH:11]=2)[CH2:6]1)=[O:4].[Li+].[CH3:15][Si]([N-][Si](C)(C)C)(C)C.CI>C1COCC1>[CH3:1][O:2][C:3]([C:5]1([CH3:15])[CH2:13][C:12]2[C:7](=[CH:8][CH:9]=[CH:10][CH:11]=2)[CH2:6]1)=[O:4] |f:1.2|. The reactants are NC=1SC(=CN1)C(C(F)(F)F)(C(F)(F)F)O ((2-amino-1,3-thiazol-5-yl)-1,1,1,3,3,3-hexafluoropropan-2-ol), ClC1=CC=C(C=C1)S(=O)(=O)Cl (4-chlorobenzensulfonyl chloride). The solvent is N1=CC=CC=C1 (pyridine). Run at time 24 hour. Yields the product ClC1=CC=C(C=C1)S(=O)(=O)NC=1SC(=CN1)C(C(F)(F)F)(C(F)(F)F)O (4-chloro-N-{5-[2,2,2,-trifluoro-1-hydroxy-1-(trifluoromethyl)ethyl]-1,3-thiazol-2-yl}benzenesulfonamide). Yield: 28.9%. Reaction SMILES: [NH2:1][C:2]1[S:3][C:4]([C:7]([OH:16])([C:12]([F:15])([F:14])[F:13])[C:8]([F:11])([F:10])[F:9])=[CH:5][N:6]=1.[Cl:17][C:18]1[CH:23]=[CH:22][C:21]([S:24](Cl)(=[O:26])=[O:25])=[CH:20][CH:19]=1>N1C=CC=CC=1>[Cl:17][C:18]1[CH:23]=[CH:22][C:21]([S:24]([NH:1][C:2]2[S:3][C:4]([C:7]([OH:16])([C:8]([F:9])([F:10])[F:11])[C:12]([F:15])([F:13])[F:14])=[CH:5][N:6]=2)(=[O:26])=[O:25])=[CH:20][CH:19]=1. Procedure: To a solution of (2-amino-1,3-thiazol-5-yl)-1,1,1,3,3,3-hexafluoropropan-2-ol (79.8 mg 0.3 mmol) from step 1 of example 1-1-1 in pyridine (1 ml) was added 4-chlorobenzensulfonyl chloride 63.3 mg (0.3 mmol). The reaction mixture was stirred at r.t. for 24 h. Pyridine was removed under reduced pressure to yield the residue, which was washed with 1N HCl to give a light brown solid. The solid was washed by water, saturated NaHCO3, brine, and dried by vacuum. Further purification by preparative TLC(C... Reactants: CO, [N-]=[N+]=NCC(COC(C(F)(F)F)(C(F)(F)F)C(F)(F)F)(COC(C(F)(F)F)(C(F)(F)F)C(F)(F)F)C(=O)O. Yields the product NCC(COC(C(F)(F)F)(C(F)(F)F)C(F)(F)F)(COC(C(F)(F)F)(C(F)(F)F)C(F)(F)F)C(=O)O. As a reaction SMILES: [CH3:39][OH:40].[N:1](=[N+:2]=[N-:3])[CH2:4][C:5]([C:6](=[O:7])[OH:8])([CH2:9][O:10][C:11]([C:12]([F:13])([F:14])[F:15])([C:16]([F:17])([F:18])[F:19])[C:20]([F:21])([F:22])[F:23])[CH2:24][O:25][C:26]([C:27]([F:28])([F:29])[F:30])([C:31]([F:32])([F:33])[F:34])[C:35]([F:36])([F:37])[F:38]>>[NH2:1][CH2:4][C:5]([C:6](=[O:7])[OH:8])([CH2:9][O:10][C:11]([C:12]([F:13])([F:14])[F:15])([C:16]([F:17])([F:18])[F:19])[C:20]([F:21])([F:22])[F:23])[CH2:24][O:25][C:26]([C:27]([F:28])([F:29])[F:30])([C:31]([F:32])([F:33])[F:34])[C:35]([F:36])([F:37])[F:38].